This data is from the Open Reaction Database (ORD), a public repository of structured organic reaction records. The task is: describe an organic reaction: reactants, conditions, products, and yield Procedure: Procedure G was used to couple 4-chloro-3-(pyridin-2-yl)aniline (40 mg) and 6-(1H-1,2,4-triazol-1-yl)pyridine-3-carboxylic acid to produce N-(4-chloro-3-(pyridin-2-yl)phenyl)-6-(1H-1,2,4-triazol-1-yl)pyridine-3-carboxamide. MS (Q1) 377.0 (M)+. Reaction SMILES: [Cl:1][C:2]1[CH:8]=[CH:7][C:5]([NH2:6])=[CH:4][C:3]=1[C:9]1[CH:14]=[CH:13][CH:12]=[CH:11][N:10]=1.[N:15]1([C:20]2[N:25]=[CH:24][C:23]([C:26](O)=[O:27])=[CH:22][CH:21]=2)[CH:19]=[N:18][CH:17]=[N:16]1>>[Cl:1][C:2]1[CH:8]=[CH:7][C:5]([NH:6][C:26]([C:23]2[CH:24]=[N:25][C:20]([N:15]3[CH:19]=[N:18][CH:17]=[N:16]3)=[CH:21][CH:22]=2)=[O:27])=[CH:4][C:3]=1[C:9]1[CH:14]=[CH:13][CH:12]=[CH:11][N:10]=1. The reactants are ClC1=C(C=C(N)C=C1)C1=NC=CC=C1 (4-chloro-3-(pyridin-2-yl)aniline), N1(N=CN=C1)C1=CC=C(C=N1)C(=O)O (6-(1H-1,2,4-triazol-1-yl)pyridine-3-carboxylic acid). The product is ClC1=C(C=C(C=C1)NC(=O)C=1C=NC(=CC1)N1N=CN=C1)C1=NC=CC=C1 (N-(4-chloro-3-(pyridin-2-yl)phenyl)-6-(1H-1,2,4-triazol-1-yl)pyridine-3-carboxamide). Starting materials: CNC(=O)NC=1C=C(C=CC1)C1=CN=C2N1N=CC(=C2)C=2C=C(C(=O)O)C=CC2 (3-[3-(3-{[(methylamino)carbonyl]amino}phenyl)imidazo[1,2-b]pyridazin-7-yl]benzoic acid), FC1=C(C=CC=C1)C(C)N (1-(2-fluorophenyl)ethanamine). Product: FC1=C(C=CC=C1)C(C)NC(C1=CC(=CC=C1)C1=CC=2N(N=C1)C(=CN2)C2=CC(=CC=C2)NC(=O)NC)=O (N-[1-(2-Fluorophenyl)ethyl]-3-[3-(3-{[(methylamino)carbonyl]amino}phenyl)imidazo[1,2-b]pyridazin-7-yl]benzamide). As a reaction SMILES: [CH3:1][NH:2][C:3]([NH:5][C:6]1[CH:7]=[C:8]([C:12]2[N:16]3[N:17]=[CH:18][C:19]([C:21]4[CH:22]=[C:23]([CH:27]=[CH:28][CH:29]=4)[C:24](O)=[O:25])=[CH:20][C:15]3=[N:14][CH:13]=2)[CH:9]=[CH:10][CH:11]=1)=[O:4].[F:30][C:31]1[CH:36]=[CH:35][CH:34]=[CH:33][C:32]=1[CH:37]([NH2:39])[CH3:38]>>[F:30][C:31]1[CH:36]=[CH:35][CH:34]=[CH:33][C:32]=1[CH:37]([NH:39][C:24](=[O:25])[C:23]1[CH:27]=[CH:28][CH:29]=[C:21]([C:19]2[CH:18]=[N:17][N:16]3[C:12]([C:8]4[CH:9]=[CH:10][CH:11]=[C:6]([NH:5][C:3]([NH:2][CH3:1])=[O:4])[CH:7]=4)=[CH:13][N:14]=[C:15]3[CH:20]=2)[CH:22]=1)[CH3:38]. Reported procedure: This compound was prepared by using procedure analogous to those described for the synthesis of Example 96, Step 4 starting from 3-[3-(3-{[(methylamino)carbonyl]amino}phenyl)imidazo[1,2-b]pyridazin-7-yl]benzoic acid and 1-(2-fluorophenyl)ethanamine. LCMS (M+H)+: m/z=509.2 Reactants: CS(=O)(=O)Cl (Methylsulfonylchloride), Cl.Cl.Cl.N1C=NC(=C1)CN1CC(N(CC2=C1C=CC(=C2)C=2C=NC=CC2)C(C(F)(F)F)=O)CC2=CC=CC=C2 (2,3,4,5-Tetrahydro-1-(1H-imidazol-4-ylmethyl)-3-(phenylmethyl)-7-(3-pyridinyl)-4-(trifluoroacetyl)-1H-1,4-benzodiazepine, trihydrochloride), CCN(C(C)C)C(C)C (DIEA). Solvent: C(Cl)Cl (methylene chloride). Conditions: time 16 hour. The product is Cl.C(C)(=O)N1[C@@H](CN(C2=C(C1)C=C(C=C2)C2=CC=CC=C2)CC=2N=CNC2)CC2=CC=CC=C2 ((R)-4-Acetyl-2,3,4,5-tetrahydro-1-(1H-imidazol-4-ylmethyl)-7-phenyl-3-(phenylmethyl)-1H-1,4-benzodiazepine, monohydrochloride). Yield: 50.1%. As a reaction SMILES: CS([Cl:5])(=O)=O.Cl.Cl.Cl.[NH:9]1[CH:13]=[C:12]([CH2:14][N:15]2[C:21]3[CH:22]=[CH:23][C:24]([C:26]4[CH:27]=N[CH:29]=[CH:30][CH:31]=4)=[CH:25][C:20]=3[CH2:19][N:18]([C:32](=[O:37])[C:33](F)(F)F)[CH:17]([CH2:38][C:39]3[CH:44]=[CH:43][CH:42]=[CH:41][CH:40]=3)[CH2:16]2)[N:11]=[CH:10]1.[CH3:45]CN(C(C)C)C(C)C>C(Cl)Cl>[ClH:5].[C:32]([N:18]1[CH2:19][C:20]2[CH:25]=[C:24]([C:26]3[CH:27]=[CH:45][CH:29]=[CH:30][CH:31]=3)[CH:23]=[CH:22][C:21]=2[N:15]([CH2:14][C:12]2[N:11]=[CH:10][NH:9][CH:13]=2)[CH2:16][C@H:17]1[CH2:38][C:39]1[CH:40]=[CH:41][CH:42]=[CH:43][CH:44]=1)(=[O:37])[CH3:33] |f:1.2.3.4,7.8|. Procedure: Methylsulfonylchloride (0.031 ml, 0.39 mmol) was added dropwise to a solution of Compound B (0.070 g, 0.27 mmol) and DIEA (0.14 ml, 0.80 mmol) in methylene chloride (2 ml) at -78° C. The mixture was allowed to warm slowly to room temperature and was stirred at rt for 16h. The mixture was quenched with 10% NaHCO3 (10 ml) and the solution was extracted with methylene chloride (3×10 ml). The combined organic layers were dried (Na2SO4), filtered and concentrated under vacuum. The residue was purifie... Yield: 189.3%. Reaction SMILES: [C:1](Cl)(=[O:10])[C:2]1[CH:7]=[CH:6][C:5]([O:8][CH3:9])=[CH:4][CH:3]=1.[Al+3].[Cl-].[Cl-].[Cl-].[OH:16][C:17]1[C:25]2[O:24][CH:23]=[C:22]([CH3:26])[C:21]=2[CH:20]=[C:19]([CH3:27])[C:18]=1[CH3:28]>ClCCCl>[OH:16][C:17]1[C:25]2[O:24][C:23]([C:1](=[O:10])[C:2]3[CH:7]=[CH:6][C:5]([O:8][CH3:9])=[CH:4][CH:3]=3)=[C:22]([CH3:26])[C:21]=2[CH:20]=[C:19]([CH3:27])[C:18]=1[CH3:28] |f:1.2.3.4|. Reactants: [Al+3].[Cl-].[Cl-].[Cl-] (AlCl3), C(C1=CC=C(C=C1)OC)(=O)Cl (p-anisoyl chloride), OC1=C(C(=CC=2C(=COC21)C)C)C (7-hydroxy-3,5,6-trimethylbenzofuran). Product: OC1=C(C(=CC=2C(=C(OC21)C(C2=CC=C(C=C2)OC)=O)C)C)C (7-hydroxy-2-(4-methoxybenzoyl)-3,5,6-trimethylbenzofuran). Reaction conditions: time 2 hour. Procedure details: To p-anisoyl chloride (205 g) in 1,2-dichloroethane (2 L), cooled to 0° C., was added AlCl3 (240 g). The reaction mixture was warmed to room temperature and a solution of 7-hydroxy-3,5,6-trimethylbenzofuran (51 g) in 1,2-dichloroethane (400 mL) was added dropwise. The reaction was stirred for 51/2 h then quenched with H2O (2 L). The organic layer was separated and the aqueous layer was extracted with CH2Cl2. The combined extracts were washed with 25% NH4OAc buffer, dried (Na2SO4) and filtered on... The solvent is ClCCCl (1,2-dichloroethane), ClCCCl (1,2-dichloroethane). The reactants are ClCl, CCOC(=O)C1=Cc2ccc(C(C)(C)CO)cc2OC1C(F)(F)F. Product: CCOC(=O)C1=Cc2cc(Cl)c(C(C)(C)CO)cc2OC1C(F)(F)F. RXN SMILES: [Cl:25][Cl:26].[OH:1][CH2:2][C:3]([CH3:4])([CH3:5])[c:6]1[cH:7][cH:8][c:9]2[c:14]([cH:15]1)[O:13][CH:12]([C:16]([F:17])([F:18])[F:19])[C:11]([C:20](=[O:21])[O:22][CH2:23][CH3:24])=[CH:10]2>>[OH:1][CH2:2][C:3]([CH3:4])([CH3:5])[c:6]1[c:7]([Cl:25])[cH:8][c:9]2[c:14]([cH:15]1)[O:13][CH:12]([C:16]([F:17])([F:18])[F:19])[C:11]([C:20](=[O:21])[O:22][CH2:23][CH3:24])=[CH:10]2. Reactants: C(C)(=O)OCC (ethyl acetate), Cl (hydrochloric acid), Cl (hydrochloric acid), SC=1SC=C(N1)CC(=O)OCC (ethyl 2-mercapto-4-thiazole acetate), [OH-].[Na+] (sodium hydroxide). The solvent is O (water), O1CCOCC1 (1,4-dioxane). Conditions: time 2 hour. The product is SC=1SC=C(N1)CC(=O)O (2-mercapto-4-thiazole acetic acid). The yield is 68.6%. RXN SMILES: [SH:1][C:2]1[S:3][CH:4]=[C:5]([CH2:7][C:8]([O:10]CC)=[O:9])[N:6]=1.[OH-].[Na+].C(OCC)(=O)C.Cl>O1CCOCC1.O>[SH:1][C:2]1[S:3][CH:4]=[C:5]([CH2:7][C:8]([OH:10])=[O:9])[N:6]=1 |f:1.2|. Reported procedure: To a solution of ethyl 2-mercapto-4-thiazole acetate (203 mg) in 1,4-dioxane (1.0 ml) was added 1N-sodium hydroxide solution (2.0 ml) at room temperature. After stirring at the same temperature for 2 hours, the solution was poured into a mixture of ethyl acetate and water, and adjusted to pH 8.0 with 1N-hydrochloric acid. The separated aqueous solution was adjusted to pH 3.0 with 1N-hydrochloric acid and extracted with ethyl acetate. The organic layer was washed with saturated sodium chloride so...